From a dataset of the Open Reaction Database (ORD), a public repository of structured organic reaction records. describe an organic reaction: reactants, conditions, products, and yield The reactants are CO, C=CCOC1CN(c2nc(-c3ncnn3C)c(C(=O)OC)s2)CCC1NC(=O)c1[nH]c(C)c(Cl)c1Cl, [Na+], [OH-]. The product is C=CCOC1CN(c2nc(-c3ncnn3C)c(C(=O)O)s2)CCC1NC(=O)c1[nH]c(C)c(Cl)c1Cl. Reaction SMILES: [CH3:39][OH:40].[Cl:1][c:2]1[c:3]([C:9](=[O:10])[NH:11][CH:12]2[CH:13]([O:33][CH2:34][CH:35]=[CH2:36])[CH2:14][N:15]([c:18]3[s:19][c:20]([C:29](=[O:30])[O:31][CH3:32])[c:21](-[c:23]4[n:24][cH:25][n:26][n:27]4[CH3:28])[n:22]3)[CH2:16][CH2:17]2)[nH:4][c:5]([CH3:8])[c:6]1[Cl:7].[Na+:38].[OH-:37]>>[Cl:1][c:2]1[c:3]([C:9](=[O:10])[NH:11][CH:12]2[CH:13]([O:33][CH2:34][CH:35]=[CH2:36])[CH2:14][N:15]([c:18]3[s:19][c:20]([C:29](=[O:30])[OH:31])[c:21](-[c:23]4[n:24][cH:25][n:26][n:27]4[CH3:28])[n:22]3)[CH2:16][CH2:17]2)[nH:4][c:5]([CH3:8])[c:6]1[Cl:7].